This data is from the Open Reaction Database (ORD), a public repository of structured organic reaction records. The task is: describe an organic reaction: reactants, conditions, products, and yield Starting materials: O (water), C(O)([O-])=O.[Na+] (sodium hydrogen carbonate), Cl.NC(C(=O)OCC)C(=O)OCC (diethyl aminomalonate hydrochloride). Solvent: ClCCl (dichloromethane). Reaction conditions: time 20 minute. The product is NC(C(=O)OCC)C(=O)OCC (diethyl aminomalonate). Reaction SMILES: O.C(=O)([O-])O.[Na+].Cl.[NH2:8][CH:9]([C:15]([O:17][CH2:18][CH3:19])=[O:16])[C:10]([O:12][CH2:13][CH3:14])=[O:11]>ClCCl>[NH2:8][CH:9]([C:10]([O:12][CH2:13][CH3:14])=[O:11])[C:15]([O:17][CH2:18][CH3:19])=[O:16] |f:1.2,3.4|. Reported procedure: 30 Milliliters of water and 7.0 g of sodium hydrogen carbonate were added to a suspension of 17.5 g of diethyl aminomalonate hydrochloride in 150 ml of dichloromethane. After 20 minutes, the dichloromethane layer was separated and dried over magnesium sulfate. The solvent was removed by evaporation under reduced pressure to obtain colorless oily diethyl aminomalonate. The diethyl aminomalonate was made into a solution of the diethyl aminomalonate, 10.0 g of α-hydroxyisocaproic acid and 8.7 g of ... Reactants: O[C@H]1C[C@H](N(C1)C(=O)OC(C)(C)C)C(=O)OC ((2S,4S)-1-tert-butyl 2-methyl 4-hydroxypyrrolidine-1,2-dicarboxylate), CC1=CN=C(S1)N (5-methylthiazol-2-amine), F[C@@H]1C[C@H](NC1)C(=O)NC1=NC=CN=C1 ((2S,4R)-4-Fluoro-N-(pyrazin-2-yl)pyrrolidine-2-carboxamide). Product: F[C@@H]1C[C@H](N(C1)C(=O)OC(C)(C)C)C(NC1=NC=CN=C1)=O ((2S,4R)-tert-Butyl 4-fluoro-2-(pyrazin-2-ylcarbamoyl)pyrrolidine-1-carboxylate). Reaction SMILES: O[C@@H]1CN([C:7]([O:9][C:10]([CH3:13])([CH3:12])[CH3:11])=[O:8])[C@H](C(OC)=O)C1.CC1SC(N)=NC=1.[F:25][C@H:26]1[CH2:30][NH:29][C@H:28]([C:31]([NH:33][C:34]2[CH:39]=[N:38][CH:37]=[CH:36][N:35]=2)=[O:32])[CH2:27]1>>[F:25][C@H:26]1[CH2:30][N:29]([C:7]([O:9][C:10]([CH3:13])([CH3:12])[CH3:11])=[O:8])[C@H:28]([C:31](=[O:32])[NH:33][C:34]2[CH:39]=[N:38][CH:37]=[CH:36][N:35]=2)[CH2:27]1. Procedure: (2S,4S)-4-Hydroxy-N-(5-methylthiazol-2-yl)pyrrolidine-2-carboxamide 65A was prepared from (2S,4S)-1-tert-butyl 2-methyl 4-hydroxypyrrolidine-1,2-dicarboxylate and 5-methylthiazol-2-amine as described for 65B. LC/MS [M+H]+: 228; Ret time (Method F): 0.55 min. Reactants: C(C)(C)(C)C1=CC=C(C=C1)[C@H](C)NC(=O)C=1C=C2C(=C(N(C2=CC1)C(C)C1=CC=C(O[C@H](C(=O)OC)C)C=C1)C)C ((2S)-methyl 2-(4-(1-(5-(((S)-1-(4-(tert-butyl)phenyl)ethyl)carbamoyl)-2,3-dimethyl-1H-indol-1-yl)ethyl)phenoxy)propanoate), [OH-].[Na+] (NaOH). Solvent: CO (MeOH), CN(C)C=O (DMF). Product: C(C)(C)(C)C1=CC=C(C=C1)[C@H](C)NC(=O)C=1C=C2C(=C(N(C2=CC1)C(C)C1=CC=C(O[C@H](C(=O)O)C)C=C1)C)C ((2S)-2-(4-(1-(5-(((S)-1-(4-(tert-butyl)phenyl)ethyl)carbamoyl)-2,3-dimethyl-1H-indol-1-yl)ethyl)phenoxy)propanoic acid). Reaction SMILES: [C:1]([C:5]1[CH:10]=[CH:9][C:8]([C@@H:11]([NH:13][C:14]([C:16]2[CH:17]=[C:18]3[C:22](=[CH:23][CH:24]=2)[N:21]([CH:25]([C:27]2[CH:39]=[CH:38][C:30]([O:31][C@@H:32]([CH3:37])[C:33]([O:35]C)=[O:34])=[CH:29][CH:28]=2)[CH3:26])[C:20]([CH3:40])=[C:19]3[CH3:41])=[O:15])[CH3:12])=[CH:7][CH:6]=1)([CH3:4])([CH3:3])[CH3:2].[OH-].[Na+]>CO.CN(C=O)C>[C:1]([C:5]1[CH:6]=[CH:7][C:8]([C@@H:11]([NH:13][C:14]([C:16]2[CH:17]=[C:18]3[C:22](=[CH:23][CH:24]=2)[N:21]([CH:25]([C:27]2[CH:28]=[CH:29][C:30]([O:31][C@@H:32]([CH3:37])[C:33]([OH:35])=[O:34])=[CH:38][CH:39]=2)[CH3:26])[C:20]([CH3:40])=[C:19]3[CH3:41])=[O:15])[CH3:12])=[CH:9][CH:10]=1)([CH3:3])([CH3:2])[CH3:4] |f:1.2|. Procedure details: A solution of (2S)-methyl 2-(4-(1-(5-(((S)-1-(4-(tert-butyl)phenyl)ethyl)carbamoyl)-2,3-dimethyl-1H-indol-1-yl)ethyl)phenoxy)propanoate (˜0.07 mmol) and NaOH (2 M, 0.2 mL) in MeOH (2 mL) and DMF (1 mL) was stirred at rt for 5 h. It was neutralized and purified by preparative HPLC to yield the title compound as a white solid. ESI-MS (m/z): 541 [M+H]+. The reactants are BrCc1cccc(Br)n1, Cc1cc(C)cc(Oc2[nH]c(=O)[nH]c(=O)c2C(C)C)c1. Yields the product Cc1cc(C)cc(Oc2c(C(C)C)c(=O)[nH]c(=O)n2Cc2cccc(Br)n2)c1. RXN SMILES: [Br:21][c:22]1[cH:23][cH:24][cH:25][c:26]([CH2:28][Br:29])[n:27]1.[CH:1]([CH3:2])([CH3:3])[c:4]1[c:5](=[O:20])[nH:6][c:7](=[O:19])[nH:8][c:9]1[O:10][c:11]1[cH:12][c:13]([CH3:18])[cH:14][c:15]([CH3:17])[cH:16]1>>[CH:1]([CH3:2])([CH3:3])[c:4]1[c:5](=[O:20])[nH:6][c:7](=[O:19])[n:8]([CH2:28][c:26]2[cH:25][cH:24][cH:23][c:22]([Br:21])[n:27]2)[c:9]1[O:10][c:11]1[cH:12][c:13]([CH3:18])[cH:14][c:15]([CH3:17])[cH:16]1. The reactants are Cl (HCl), COC1=C(C=C(C=C1)C)NS(=O)(=O)C=1C=C(C2=C(C=CO2)C1)C(=O)N1CC(NCC1)C (7-(3-methyl-piperazin-1-carbonyl)-benzofuran-5-sulfonic acid (2-methoxy-5-methyl-phenyl)-amide), [H-].[H-].[H-].[H-].[Li+].[Al+3] (LiAlH4), product. Run in C1CCOC1 (THF). Conditions: time 1 hour. Product: Cl.COC1=C(C=C(C=C1)C)NS(=O)(=O)C=1C=C(C2=C(C=CO2)C1)CN1CC(NCC1)C (N-(2-Methoxy-5-methylphenyl)-7-[(3-methylpiperazin-1-yl)methyl]-1-benzofuran-5-sulfonamide hydrochloride). Reaction SMILES: [CH3:1][O:2][C:3]1[CH:8]=[CH:7][C:6]([CH3:9])=[CH:5][C:4]=1[NH:10][S:11]([C:14]1[CH:15]=[C:16]([C:23]([N:25]2[CH2:30][CH2:29][NH:28][CH:27]([CH3:31])[CH2:26]2)=O)[C:17]2[O:21][CH:20]=[CH:19][C:18]=2[CH:22]=1)(=[O:13])=[O:12].[H-].[H-].[H-].[H-].[Li+].[Al+3].[ClH:38]>C1COCC1>[ClH:38].[CH3:1][O:2][C:3]1[CH:8]=[CH:7][C:6]([CH3:9])=[CH:5][C:4]=1[NH:10][S:11]([C:14]1[CH:15]=[C:16]([CH2:23][N:25]2[CH2:30][CH2:29][NH:28][CH:27]([CH3:31])[CH2:26]2)[C:17]2[O:21][CH:20]=[CH:19][C:18]=2[CH:22]=1)(=[O:12])=[O:13] |f:1.2.3.4.5.6,9.10|. Reported procedure: To the obtained 7-(3-methyl-piperazin-1-carbonyl)-benzofuran-5-sulfonic acid (2-methoxy-5-methyl-phenyl)-amide (30 mg, 0.07 mmol; Step 1) was added LiAlH4 (9.0 mg, 0.24 mmol) in dry THF (4 mL) and the mixture was warmed to reflux. After 1 h, HPLC analysis showed 15% product and the remaining impurities. Added mixture to 2 M HCl, concentrated and purified by preparative HPLC (Gilson; gradient of 30-70% MeCN). The pure fractions were stripped, HCl/ether added and concentrated to give the title com... The reactants are FC(C1=CC=C(C=C1)NS(=O)(=O)C=1C=C2CC(NC2=CC1)=O)(F)F (5 -(4 -Trifluoromethylphenylaminosulfonyl)-2 -oxindole), CO (methanol). Reagents/catalysts: [Pd] (palladium on carbon). Yields the product COC=1C=C(C=CC1)C1=CC=C2CC(NC2=C1)=O (6-(3-methoxypheny)-2-oxindole). Yield: 75.0%. Reaction SMILES: FC(F)(F)C1C=CC(NS([C:13]2[CH:14]=[C:15]3[C:19](=[CH:20][CH:21]=2)[NH:18][C:17](=[O:22])[CH2:16]3)(=O)=O)=CC=1.[CH3:25][OH:26]>[Pd]>[CH3:25][O:26][C:13]1[CH:21]=[C:20]([C:21]2[CH:20]=[C:19]3[C:15]([CH2:16][C:17](=[O:22])[NH:18]3)=[CH:14][CH:13]=2)[CH:19]=[CH:15][CH:14]=1. Procedure details: 3′-Methoxy-3-nitrobiphenyl-4-acetic acid (5:2 g) was dissolved in methanol and hydrogenated over 0.8 g 10% palladium on carbon for 3 hours at room temperature. The catalyst was removed by filtration, washed with methanol and the filtrates combined and concentrated to give a brown solid. The solid was chromatographed on silica gel in ethyl acetate:hexane:acetic acid 33:66:1 to give 3.0 g (75% yield based on 4-fluoro-3′-methoxy-3-nitrobiphenyl) of 6-(3-methoxypheny)-2-oxindole as a pink solid. The reactants are ClC(Cl)Cl, OCc1cc(-c2ccc(OC(F)(F)F)cc2)nn1CC(F)(F)F, O=S(Cl)Cl. Yields the product FC(F)(F)Cn1nc(-c2ccc(OC(F)(F)F)cc2)cc1CCl. Reaction SMILES: [CH:28]([Cl:29])([Cl:30])[Cl:31].[F:1][C:2]([CH2:3][n:4]1[n:5][c:6](-[c:11]2[cH:12][cH:13][c:14]([O:17][C:18]([F:19])([F:20])[F:21])[cH:15][cH:16]2)[cH:7][c:8]1[CH2:9][OH:10])([F:22])[F:23].[S:24]([Cl:25])([Cl:26])=[O:27]>>[F:1][C:2]([CH2:3][n:4]1[n:5][c:6](-[c:11]2[cH:12][cH:13][c:14]([O:17][C:18]([F:19])([F:20])[F:21])[cH:15][cH:16]2)[cH:7][c:8]1[CH2:9][Cl:26])([F:22])[F:23]. The reactants are FC(C=1C=C(CNC(C2=CC(=NC=C2)C2=C(C=CC(=C2)N(CCOC)CCOC)[N+](=O)[O-])=O)C=CC1)(F)F (N-(3-(trifluoromethyl)benzyl)-2-(5-(bis(2-methoxyethyl)amino)-2-nitrophenyl)-isonicotinamide). The reagents and catalysts are [Pd] (Pd/C). Run in CO (methanol). Reaction conditions: time 2 hour. The product is FC(C=1C=C(CNC(C2=CC(=NC=C2)C2=C(C=CC(=C2)N(CCOC)CCOC)N)=O)C=CC1)(F)F (N-(3-(trifluoromethyl)benzyl)-2-(2-amino-5-(bis(2-methoxyethyl)-amino)phenyl)isonicotinamide). The yield is 70.2%. As a reaction SMILES: [F:1][C:2]([F:38])([F:37])[C:3]1[CH:4]=[C:5]([CH:34]=[CH:35][CH:36]=1)[CH2:6][NH:7][C:8](=[O:33])[C:9]1[CH:14]=[CH:13][N:12]=[C:11]([C:15]2[CH:20]=[C:19]([N:21]([CH2:26][CH2:27][O:28][CH3:29])[CH2:22][CH2:23][O:24][CH3:25])[CH:18]=[CH:17][C:16]=2[N+:30]([O-])=O)[CH:10]=1>CO.[Pd]>[F:37][C:2]([F:1])([F:38])[C:3]1[CH:4]=[C:5]([CH:34]=[CH:35][CH:36]=1)[CH2:6][NH:7][C:8](=[O:33])[C:9]1[CH:14]=[CH:13][N:12]=[C:11]([C:15]2[CH:20]=[C:19]([N:21]([CH2:22][CH2:23][O:24][CH3:25])[CH2:26][CH2:27][O:28][CH3:29])[CH:18]=[CH:17][C:16]=2[NH2:30])[CH:10]=1. Reported procedure: Into a 50-mL round bottom flask, was placed a solution of N-(3-(trifluoromethyl)benzyl)-2-(5-(bis(2-methoxyethyl)amino)-2-nitrophenyl)-isonicotinamide (270 mg, 0.51 mmol, 1.00 equiv) in methanol (10 mL). The solution was treated with Pd/C (300 mg), and stirred under an atmosphere of hydrogen for 2 h at room temperature in a water bath. The solids were filtered out. The resulting mixture was concentrated under vacuum to yield 180 mg (71%) of product as a yellow to green oil.